This data is from the Open Reaction Database (ORD), a public repository of structured organic reaction records. The task is: describe an organic reaction: reactants, conditions, products, and yield Starting materials: F[C@@H]1[C@H](CN(CC1)C1=C(C=NC=C1)[N+](=O)[O-])NC(OC(C)(C)C)=O (tert-butyl (3S,4S)-4-fluoro-1-(3-nitropyridin-4-yl)piperidin-3-ylcarbamate). The solvent is C(C)O (ethanol), C(C)(=O)OCC (ethyl acetate). Yields the product NC=1C=NC=CC1N1C[C@H]([C@@H](CC1)F)NC(OC(C)(C)C)=O (tert-butyl (3R,4R)-1-(3-aminopyridin-4-yl)-4-fluoropiperidin-3-ylcarbamate). The yield is 99.0%. RXN SMILES: [F:1][C@H:2]1[CH2:7][CH2:6][N:5]([C:8]2[CH:13]=[CH:12][N:11]=[CH:10][C:9]=2[N+:14]([O-])=O)[CH2:4][C@@H:3]1[NH:17][C:18](=[O:24])[O:19][C:20]([CH3:23])([CH3:22])[CH3:21]>C(O)C.C(OCC)(=O)C>[NH2:14][C:9]1[CH:10]=[N:11][CH:12]=[CH:13][C:8]=1[N:5]1[CH2:6][CH2:7][C@@H:2]([F:1])[C@H:3]([NH:17][C:18](=[O:24])[O:19][C:20]([CH3:22])([CH3:21])[CH3:23])[CH2:4]1. Procedure: Following method 1, tert-butyl (3S,4S)-4-fluoro-1-(3-nitropyridin-4-yl)piperidin-3-ylcarbamate in ethanol and ethyl acetate (1:1, 0.1 M solution) was reduced yielding tert-butyl (3R,4R)-1-(3-aminopyridin-4-yl)-4-fluoropiperidin-3-ylcarbamate, (>99%). LCMS (m/z): 311.2 (MH+); LC Rt=2.14 min. The product is C1(CC1)C=1C=CC2=C(N=CN=C2NC2=C(C=CC(=C2)C)SC2=CC=C(C=C2)F)N1 ((7-Cyclopropyl-pyrido[2,3-d]pyrimidin-4-yl)-[2-(4-fluoro-phenylsulfanyl)-5-methyl-phenyl]-amine). Procedure: 2-(4-Fluoro-phenylsulfanyl)-5-methyl-phenylamine was reacted with the product from Example 119A using the procedure from Example 102 substituting 2-(4-Fluoro-phenylsulfanyl)-5-methyl-phenylamine for the product from Example 6c and substituting the product from Example 119A for the product from Example 10B to provide the crude residue which was purified by trituration with methanol to provide the title compound. 1H NMR (300 MHz, DMSO-D6) δ ppm: 0.96-1.19 (m, J=6.25 Hz, 4H), 2.22-2.42 (m, 1H), 2.3... Starting materials: NC1=C(C=CC(=C1)C)SC1=CC=C(C=C1)O (4-(2-Amino-4-methyl-phenylsulfanyl)-phenol), FC1=CC=C(C=C1)SC1=C(C=C(C=C1)C)N (2-(4-Fluoro-phenylsulfanyl)-5-methyl-phenylamine), C(#N)C=1C(=NC(=CC1)C1CC1)N=CN(C)C (N′-(3-Cyano-6-cyclopropyl-pyridin-2-yl)-N,N-dimethyl-formamidine), C(#N)C=1C(=NC(=CC1)C1CC1)N=CN(C)C (N′-(3-Cyano-6-cyclopropyl-pyridin-2-yl)-N,N-dimethyl-formamidine), FC1=CC=C(C=C1)SC1=C(C=C(C=C1)C)N (2-(4-Fluoro-phenylsulfanyl)-5-methyl-phenylamine), C(#N)C=1C(=NC(=CC1)C)N=CN(C)C (N′-(3-Cyano-6-methyl-pyridin-2-yl)-N,N-dimethyl-formamidine). RXN SMILES: [F:1][C:2]1[CH:7]=[CH:6][C:5]([S:8][C:9]2[CH:14]=[CH:13][C:12]([CH3:15])=[CH:11][C:10]=2[NH2:16])=[CH:4][CH:3]=1.C([C:19]1[C:20]([N:28]=[CH:29][N:30]([CH3:32])C)=[N:21][C:22]([CH:25]2[CH2:27][CH2:26]2)=[CH:23][CH:24]=1)#N.NC1C=C(C)C=CC=1SC1C=CC(O)=CC=1.C(C1C(N=CN(C)C)=NC(C)=CC=1)#N>>[CH:25]1([C:22]2[CH:23]=[CH:24][C:19]3[C:32]([NH:16][C:10]4[CH:11]=[C:12]([CH3:15])[CH:13]=[CH:14][C:9]=4[S:8][C:5]4[CH:6]=[CH:7][C:2]([F:1])=[CH:3][CH:4]=4)=[N:30][CH:29]=[N:28][C:20]=3[N:21]=2)[CH2:26][CH2:27]1. The reactants are C1CCOC1, CS(=O)(=O)Cl, [H-], [Na+], CCC(NC(=O)c1cncc2c1cnn2-c1ccc(F)cc1)c1cc[nH]n1. The product is CCC(NC(=O)c1cncc2c1cnn2-c1ccc(F)cc1)c1ccn(S(C)(=O)=O)n1. Reaction SMILES: [CH2:35]1[O:36][CH2:37][CH2:38][CH2:39]1.[CH3:30][S:31](=[O:32])(=[O:33])[Cl:34].[H-:28].[Na+:29].[nH:1]1[n:2][c:3]([CH:6]([CH2:7][CH3:8])[NH:9][C:10](=[O:11])[c:12]2[c:13]3[c:14]([cH:15][n:16][cH:17]2)[n:18](-[c:21]2[cH:22][cH:23][c:24]([F:27])[cH:25][cH:26]2)[n:19][cH:20]3)[cH:4][cH:5]1>>[n:1]1([S:31]([CH3:30])(=[O:32])=[O:33])[n:2][c:3]([CH:6]([CH2:7][CH3:8])[NH:9][C:10](=[O:11])[c:12]2[c:13]3[c:14]([cH:15][n:16][cH:17]2)[n:18](-[c:21]2[cH:22][cH:23][c:24]([F:27])[cH:25][cH:26]2)[n:19][cH:20]3)[cH:4][cH:5]1. Reactants: BrC=1C=CC(=C(N)C1)C1CC1 (5-Bromo-2-cyclopropylaniline), O.C1(=CC=C(C=C1)S(=O)(=O)O)C (para-toluene sulfonic acid monohydrate), S(=O)(=O)([O-])S(=O)[O-].[Na+].[Na+] (sodium metabisulphite), C([O-])(O)=O.[Na+] (sodium bicarbonate), N(=O)[O-].[Na+] (sodium nitrite), [I-].[K+] (potassium iodide). Solvent: C(C)#N (acetonitrile), C(C)(=O)OCC (ethyl acetate), O (water). Run at time 10 minute. Product: BrC=1C=CC(=C(C1)I)C1CC1 (5-bromo-2-cyclopropyliodobenzene). Reaction SMILES: [Br:1][C:2]1[CH:3]=[CH:4][C:5]([CH:9]2[CH2:11][CH2:10]2)=[C:6]([CH:8]=1)N.O.C1(C)C=CC(S(O)(=O)=O)=CC=1.N([O-])=O.[Na+].[I-:28].[K+].C(=O)(O)[O-].[Na+].S(S([O-])=O)([O-])(=O)=O.[Na+].[Na+]>C(#N)C.O.C(OCC)(=O)C>[Br:1][C:2]1[CH:3]=[CH:4][C:5]([CH:9]2[CH2:11][CH2:10]2)=[C:6]([I:28])[CH:8]=1 |f:1.2,3.4,5.6,7.8,9.10.11|. Procedure details: 5-Bromo-2-cyclopropylaniline (4.74 g) is added to a solution of para-toluene sulfonic acid monohydrate (12.2 g, 0.064 mol) in acetonitrile (130 ml), followed by stirring for 10 minutes at room temperature. The suspension is then cooled to 10° C. and a mixed solution of sodium nitrite (8.9 g, 0.054 mol) and potassium iodide (3.1 g, 0.044 mol) in water (16 ml) is added dropwise over 30 minutes. Once the addition is complete the reaction mixture is allowed to stir at 10° C. for 20 minutes and then ... The reactants are COC1=CC=C(COC2=CC(=C3N(C2=O)C2(NC3=O)CCCCC2)C)C=C1 (6′-((4-methoxybenzyl)oxy)-8′-methyl-2′H-spiro[cyclohexane-1,3′-imidazo[1,5-a]pyridine]-1′,5′-dione), C(CCC)[Li] (n-butyllithium), ClC1=C2N(C(C(=C1)NC1=CC(=NC=N1)NC(=O)C1CC1)=O)C(NC2=O)(C)C2=CC(=CC=C2)F (N-[6-[[8-chloro-3-(3-fluorophenyl)-3-methyl-1,5-dioxo-2H-imidazo[1,5-a]pyridin-6-yl]amino]pyrimidin-4-yl]cyclopropanecarboxamide). Run in O1CCCC1 (tetrahydrofuran). Reaction conditions: time 30 minute. Yields the product CC1=C2N(C(C(=C1)C(=O)C1=NC=NC=C1)=O)C1(NC2=O)CCCCC1 (8′-methyl-6′-(pyrimidine-4-carbonyl)-2′H-spiro[cyclohexane-1,3′-imidazo[1,5-a]pyridine]-1′,5′-dione). Reaction SMILES: COC1C=CC(COC2C(=O)[N:13]3[C:16]4(CCCCC4)[NH:17][C:18](=[O:19])[C:12]3=[C:11]([CH3:25])C=2)=CC=1.[CH2:28]([Li])CCC.Cl[C:34]1[CH:39]=[C:38](NC2N=CN=C(NC(C3CC3)=O)C=2)[C:37](=[O:53])[N:36]2[C:54]([C:59]3[CH:64]=[CH:63][CH:62]=C(F)C=3)([CH3:58])[NH:55][C:56](=[O:57])[C:35]=12>O1CCCC1>[CH3:28][C:34]1[CH:39]=[C:38]([C:18]([C:12]2[CH:11]=[CH:25][N:17]=[CH:16][N:13]=2)=[O:19])[C:37](=[O:53])[N:36]2[C:54]3([CH2:58][CH2:62][CH2:63][CH2:64][CH2:59]3)[NH:55][C:56](=[O:57])[C:35]=12. Procedure: To a solution of 6′-bromo-8′-methyl-2′H-spiro[cyclohexane-1,3′-imidazo[1,5-c]pyridine]-1′,5′-dione (2, 0.3 g, 0.96 mmol) in tetrahydrofuran (25 mL), n-butyllithium (0.58 g, 2.89 mmol) was added at −78° C. The reaction mixture was stirred for 30 min. To the mixture N-methoxy-N-methylpyrimidine-4-carboxamide (1, 0.25 g, 1.44 mmol) was added at −78° C. and then the mixture was stirred at room temperature for 16 h. After completion, the reaction was quenched with aqueous solution of ammonium chlorid... Starting materials: C(C)OC([C@H](CC1=CC=C(C=C1)OC(C)(C)C(=O)O)OC)=O ((2S)-3-[4-(1-carboxy-1-methyl-ethoxy)-phenyl]-2-methoxy-propionic acid ethyl ester), C(CCCCCC)N (heptylamine), C(C)O[C@H](C(=O)O)CC1=CC=C(C=C1)O[C@H](C)C(NCCC1=CC=C(C=C1)OC1=CC=CC=C1)=O ((2S, 1R)-2-ethoxy-3-(4-{1-[2-(4-phenoxy-phenyl)-ethylcarbamoyl]-ethoxy}-phenyl)-propionic acid). Yields the product CO[C@H](C(=O)O)CC1=CC=C(C=C1)OC(C)(C(NCCCCCCCC)=O)C ((2S)-2-methoxy-3-[4-(1-methyl-1-octylcarbamoyl-ethoxy)-phenyl]-propionic acid). Reaction SMILES: C([O:3][C:4](=[O:22])[C@@H:5]([O:20][CH3:21])[CH2:6][C:7]1[CH:12]=[CH:11][C:10]([O:13][C:14]([C:17]([OH:19])=O)([CH3:16])[CH3:15])=[CH:9][CH:8]=1)C.C(N)CCCCCC.C(O[C@@H](CC1C=CC(O[C@@H](C(=O)[NH:49][CH2:50][CH2:51][C:52]2[CH:57]=[CH:56][C:55](OC3C=CC=CC=3)=[CH:54][CH:53]=2)C)=CC=1)C(O)=O)C>>[CH3:21][O:20][C@@H:5]([CH2:6][C:7]1[CH:8]=[CH:9][C:10]([O:13][C:14]([CH3:15])([C:17](=[O:19])[NH:49][CH2:50][CH2:51][CH2:52][CH2:53][CH2:54][CH2:55][CH2:56][CH3:57])[CH3:16])=[CH:11][CH:12]=1)[C:4]([OH:3])=[O:22]. Procedure: The title compound was prepared from (2S)-3-[4-(1-carboxy-1-methyl-ethoxy)-phenyl]-2-methoxy-propionic acid ethyl ester (PREPARATION 5, step 2) and heptylamine via the same procedure used for the preparation of (2S, 1R)-2-ethoxy-3-(4-{1-[2-(4-phenoxy-phenyl)-ethylcarbamoyl]-ethoxy}-phenyl)-propionic acid (Example 1, step 3) to produce a colorless oil. MS (ES) for C21H33NO5 [M+H]+: 380.